Dataset: the Open Reaction Database (ORD), a public repository of structured organic reaction records. Task: describe an organic reaction: reactants, conditions, products, and yield The reactants are NC1=CC=CC=C1 (aniline), C(Cl)C1CO1 (epichlorohydrin), [OH-].[Na+] (sodium hydroxide). Solvent: CN(C=O)C (dimethylformamide). Run at temperature 110 celsius. Yields the product OC(CNC1=CC=CC=C1)CNC1=CC=CC=C1 (2-Hydroxy-1,3-di(N-phenylamino)propane). Yield: 6.3%. As a reaction SMILES: [NH2:1][C:2]1[CH:7]=[CH:6][CH:5]=[CH:4][CH:3]=1.[CH2:8]([CH:10]1[O:12][CH2:11]1)Cl.[OH-].[Na+]>CN(C)C=O>[OH:12][CH:10]([CH2:11][NH:1][C:2]1[CH:7]=[CH:6][CH:5]=[CH:4][CH:3]=1)[CH2:8][NH:1][C:2]1[CH:7]=[CH:6][CH:5]=[CH:4][CH:3]=1 |f:2.3|. Procedure: A mixture of 0.25 ml (2.74 mmol) of aniline, 0.107 ml (1.37 mmol) of epichlorohydrin, and 60.4 mg (1.51 mmol) of sodium hydroxide in 2 ml of dimethylformamide was heated at 110° C. for 20 h. The solvent was removed in vacuo and the residue was purified by flash chromatography using 5% ethyl acetate in chloroform to give 21 mg (6%) of the desired compound (Rf 0.63, 40% ethyl acetate in chloroform). 1H NMR (CDCl3) 3.21 (dd, J=13, 8 Hz, 2H), 3.37 (dd, J=13, 4 Hz, 2H), 4.13 (m, 1H), 6.65-6.8 (m, 6H)... Reactants: COC(=O)N1CC[C@@H]2[C@](CCC[C@H]12)(C#CC=1C=C(C=CC1)C)O ((3aS,4R,7aS)-4-hydroxy-4-m-tolylethynyl-octahydro-indole-1-carboxylic acid methyl ester), C(C)(C)NC(=O)CCCC(=O)O (4-isopropylcarbamoyl-butyric acid). Yields the product C(C)(C)NC(CCCC(=O)O[C@@]1([C@@H]2CCN([C@@H]2CCC1)C(=O)OC)C#CC=1C=C(C=CC1)C)=O ((3aR,4S,7aR)-methyl 4-(5-(isopropylamino)-5-oxopentanoyloxy)-4-(m-tolylethynyl)octahydro-1H-indole-1-carboxylate). Reaction SMILES: [CH3:1][O:2][C:3]([N:5]1[C@@H:13]2[C@@H:8]([C@@:9]([OH:23])([C:14]#[C:15][C:16]3[CH:17]=[C:18]([CH3:22])[CH:19]=[CH:20][CH:21]=3)[CH2:10][CH2:11][CH2:12]2)[CH2:7][CH2:6]1)=[O:4].[CH:24]([NH:27][C:28]([CH2:30][CH2:31][CH2:32][C:33](O)=[O:34])=[O:29])([CH3:26])[CH3:25]>>[CH:24]([NH:27][C:28](=[O:29])[CH2:30][CH2:31][CH2:32][C:33]([O:23][C@@:9]1([C:14]#[C:15][C:16]2[CH:17]=[C:18]([CH3:22])[CH:19]=[CH:20][CH:21]=2)[CH2:10][CH2:11][CH2:12][C@@H:13]2[C@H:8]1[CH2:7][CH2:6][N:5]2[C:3]([O:2][CH3:1])=[O:4])=[O:34])([CH3:26])[CH3:25]. Procedure details: Synthesis in analogy to the General Method 1 starting from (3aS,4R,7aS)-4-hydroxy-4-m-tolylethynyl-octahydro-indole-1-carboxylic acid methyl ester and 4-isopropylcarbamoyl-butyric acid to yield (3aR,4S,7aR)-methyl 4-(5-(isopropylamino)-5-oxopentanoyloxy)-4-(m-tolylethynyl)octahydro-1H-indole-1-carboxylate. MS [2M+H]=938; RT=1.18 min; UPLC Method I The reactants are C(C1=CC=CC=C1)OC1=CC=C(C=C1)C1CC(CCC1)=CC(=O)OCC (Ethyl {3-[4-(benzyloxy)phenyl]cyclohexylidene}acetate), NC1=CC=C(C=C1)C1CC(CC1)C(=O)OC (Methyl 3-(4-aminophenyl)cyclopentanecarboxylate), ( ii ). Product: OC1=CC=C(C=C1)C1CC(CCC1)CC(=O)OCC (Ethyl [3-(4-hydroxyphenyl)cyclohexyl]acetate). Reaction SMILES: C([O:8][C:9]1[CH:14]=[CH:13][C:12]([CH:15]2[CH2:20][CH2:19][CH2:18][C:17](=[CH:21][C:22]([O:24][CH2:25][CH3:26])=[O:23])[CH2:16]2)=[CH:11][CH:10]=1)C1C=CC=CC=1.NC1C=CC(C2CCC(C(OC)=O)C2)=CC=1>>[OH:8][C:9]1[CH:10]=[CH:11][C:12]([CH:15]2[CH2:20][CH2:19][CH2:18][CH:17]([CH2:21][C:22]([O:24][CH2:25][CH3:26])=[O:23])[CH2:16]2)=[CH:13][CH:14]=1. Reported procedure: Ethyl {3-[4-(benzyloxy)phenyl]cyclohexylidene}acetate was reduced following the general procedure described for Intermediate 84, part (ii), to give the title compound; 1H NMR δ 1.12-1.19 (3H, m), 0.93-1.82 (8H, m), 2.18 (1H, d), 2.45 (1H, d), 2.65 (1H, m), 2.99 (1H, m), 4.04 (2H, q), 6.65-6.67 (2H, m), 7.00 (2H, t), 9.12 (1H, s); MS m/e (M−H)− 261. The reactants are ClC1=NC(=NC(=C1)C)SC (4-chloro-6-methyl-2-(methylthio)pyrimidine), aqueous solution, [OH-].[Na+] (sodium hydroxide), C(#C)OCC (ethyl ethynyl ether), B.O1CCCC1 (borane tetrahydrofuran). Reagents/catalysts: C(C)(=O)[O-].[Pd+2].C(C)(=O)[O-] (palladium acetate), C1(=CC=CC=C1)P(C1=CC=CC=C1)C1=CC=CC=C1 (triphenylphosphine). Run in O1CCCC1 (tetrahydrofuran), O (water), O1CCCC1 (tetrahydrofuran). Run at time 4 hour. Yields the product C(C)O/C=C/C1=NC(=NC(=C1)C)SC (4-[(E)-2-ethoxyvinyl]-6-methyl-2-(methylthio)pyrimidine). Yield: 101.7%. RXN SMILES: [C:1]([O:3][CH2:4][CH3:5])#[CH:2].B.O1CCCC1.Cl[C:13]1[CH:18]=[C:17]([CH3:19])[N:16]=[C:15]([S:20][CH3:21])[N:14]=1.[OH-].[Na+]>O1CCCC1.C([O-])(=O)C.[Pd+2].C([O-])(=O)C.C1(P(C2C=CC=CC=2)C2C=CC=CC=2)C=CC=CC=1.O>[CH2:1]([O:3]/[CH:4]=[CH:5]/[C:13]1[CH:18]=[C:17]([CH3:19])[N:16]=[C:15]([S:20][CH3:21])[N:14]=1)[CH3:2] |f:1.2,4.5,7.8.9|. Procedure details: 15 g of ethyl ethynyl ether (40% hexane solution) was dissolved in 50 mL of tetrahydrofuran, and 29 mL of a borane-tetrahydrofuran complex (1M tetrahydrofuran solution) was added to the solution at 0° C. After stirring at room temperature for 4 hours and a half, 150 mL of a tetrahydrofuran solution containing 4.0 g of the 4-chloro-6-methyl-2-(methylthio)pyrimidine [42-1], 35 mL of a 3 N aqueous solution of sodium hydroxide, 0.46 g of triphenylphosphine and 0.34 g of palladium acetate were added ... Starting materials: N(=[N+]=[N-])CC(=O)OCC (ethyl azidoacetate), N#CCl (cyanogen chloride). The solvent is C(C)(=O)OCC (ethyl acetate). Product: ClC1=NN=NN1CC(=O)OCC (ethyl 5-chloro-1H-tetrazol-1-ylacetate). The yield is 78.0%. As a reaction SMILES: [N:1]([CH2:4][C:5]([O:7][CH2:8][CH3:9])=[O:6])=[N+:2]=[N-:3].[N:10]#[C:11][Cl:12]>C(OCC)(=O)C>[Cl:12][C:11]1[N:1]([CH2:4][C:5]([O:7][CH2:8][CH3:9])=[O:6])[N:2]=[N:3][N:10]=1. Procedure: A mixture of 130 g. (1 mole) of ethyl azidoacetate prepared as described in part A and 96 g. (1.56 mole) of cyanogen chloride was heated at a temperature of 125° C. for 20 hours. After the reaction mixture had cooled, the reaction product mixture was dissolved in ethyl acetate, and the solution was filtered and evaporated in vacuo yielding a yellow crystalline mass of product. The yellow crystals were recrystallized from aqueous ethyl alcohol and gave 149 g. (78% yield) of ethyl 5-chloro-1H-tetr... The reactants are COC(=O)c1ccccc1CBr, CCOC(C)=O, Cc1ccccc1, CCCCCC, NCCCc1cccc(C(F)(F)F)c1, [K+], [K+], O=C([O-])[O-]. Yields the product O=C1c2ccccc2CN1CCCc1cccc(C(F)(F)F)c1. As a reaction SMILES: [CH3:1][O:2][C:3]([c:4]1[c:5]([CH2:10][Br:11])[cH:6][cH:7][cH:8][cH:9]1)=[O:12].[CH3:33][CH2:34][O:35][C:36](=[O:37])[CH3:38].[CH3:39][c:40]1[cH:41][cH:42][cH:43][cH:44][cH:45]1.[CH3:46][CH2:47][CH2:48][CH2:49][CH2:50][CH3:51].[F:13][C:14]([c:15]1[cH:16][c:17]([CH2:21][CH2:22][CH2:23][NH2:24])[cH:18][cH:19][cH:20]1)([F:25])[F:26].[K+:27].[K+:28].[O-:29][C:30]([O-:31])=[O:32]>>[C:3]1(=[O:12])[c:4]2[c:5]([cH:6][cH:7][cH:8][cH:9]2)[CH2:10][N:24]1[CH2:23][CH2:22][CH2:21][c:17]1[cH:16][c:15]([C:14]([F:13])([F:25])[F:26])[cH:20][cH:19][cH:18]1. The reactants are O=C([O-])[O-], C1CCOC1, CC(C)(C)OC(=O)NC(c1ccccc1Cl)S(=O)(=O)c1ccccc1, [K+], [K+]. Product: CC(C)(C)OC(=O)N=Cc1ccccc1Cl. Reaction SMILES: [C:1](=[O:2])([O-:3])[O-:4].[CH2:32]1[O:33][CH2:34][CH2:35][CH2:36]1.[Cl:7][c:8]1[c:9]([CH:14]([S:15]([c:16]2[cH:17][cH:18][cH:19][cH:20][cH:21]2)(=[O:22])=[O:23])[NH:24][C:25]([O:26][C:27]([CH3:28])([CH3:29])[CH3:30])=[O:31])[cH:10][cH:11][cH:12][cH:13]1.[K+:5].[K+:6]>>[Cl:7][c:8]1[c:9]([CH:14]=[N:24][C:25]([O:26][C:27]([CH3:28])([CH3:29])[CH3:30])=[O:31])[cH:10][cH:11][cH:12][cH:13]1. Starting materials: CC1(SC2=CC=C(C=C2C(=C1)OS(=O)(=O)C(F)(F)F)C#CC1=CC(=C(C(=O)OCC)C=C1)F)C (ethyl 4-(2,2-dimethyl-4-trifluoromethanesulfonyloxy-(2H)-thiochromen-6-ylethynyl)-2-fluorobenzoate), C(C)C1=CC=C(C=C1)Br (4-ethylbromobenzene), C(C)(C)(C)[Li] (tert-butyllithium), solution, CC1(SC2=CC=C(C=C2C(=C1)OS(=O)(=O)C(F)(F)F)C#CC1=CC(=C(C(=O)OCC)C=C1)F)C (ethyl 4-(2,2-dimethyl-4-trifluoromethanesulfonyloxy-(2H)-thiochromen-6-ylethynyl)-2-fluorobenzoate). Reagents/catalysts: C=1C=CC(=CC1)[P](C=2C=CC=CC2)(C=3C=CC=CC3)[Pd]([P](C=4C=CC=CC4)(C=5C=CC=CC5)C=6C=CC=CC6)([P](C=7C=CC=CC7)(C=8C=CC=CC8)C=9C=CC=CC9)[P](C=1C=CC=CC1)(C=1C=CC=CC1)C=1C=CC=CC1 (tetrakis(triphenylphosphine)palladium(0)), [Cl-].[Cl-].[Zn+2] (ZnCl2). Run in C1CCOC1 (THF), C1CCOC1 (THF), CCCCC (pentane), C1CCOC1 (THF). Yields the product C(C)C1=CC=C(C=C1)C1=CC(SC2=CC=C(C=C12)C#CC1=CC(=C(C(=O)OCC)C=C1)F)(C)C (Ethyl 4-[[4-(4-ethylphenyl)-2,2-dimethyl-(2H)-thiochromen-6-yl]-ethynyl]-2-fluorobenzoate), EtOAc hexanes. The yield is 5.0%. As a reaction SMILES: [CH2:1]([C:3]1[CH:8]=[CH:7][C:6](Br)=[CH:5][CH:4]=1)[CH3:2].C([Li])(C)(C)C.[CH3:15][C:16]1([CH3:48])[CH:25]=[C:24](OS(C(F)(F)F)(=O)=O)[C:23]2[C:18](=[CH:19][CH:20]=[C:21]([C:34]#[C:35][C:36]3[CH:46]=[CH:45][C:39]([C:40]([O:42][CH2:43][CH3:44])=[O:41])=[C:38]([F:47])[CH:37]=3)[CH:22]=2)[S:17]1>C1COCC1.CCCCC.[Cl-].[Cl-].[Zn+2].C1C=CC([P]([Pd]([P](C2C=CC=CC=2)(C2C=CC=CC=2)C2C=CC=CC=2)([P](C2C=CC=CC=2)(C2C=CC=CC=2)C2C=CC=CC=2)[P](C2C=CC=CC=2)(C2C=CC=CC=2)C2C=CC=CC=2)(C2C=CC=CC=2)C2C=CC=CC=2)=CC=1>[CH2:1]([C:3]1[CH:8]=[CH:7][C:6]([C:24]2[C:23]3[C:18](=[CH:19][CH:20]=[C:21]([C:34]#[C:35][C:36]4[CH:46]=[CH:45][C:39]([C:40]([O:42][CH2:43][CH3:44])=[O:41])=[C:38]([F:47])[CH:37]=4)[CH:22]=3)[S:17][C:16]([CH3:15])([CH3:48])[CH:25]=2)=[CH:5][CH:4]=1)[CH3:2] |f:5.6.7,^1:65,67,86,105|. Procedure: A solution of 4-ethylbromobenzene (185.0 mg, 1.00 mmol) in 2.0 mL of THF was cooled to -78° C. and tert-butyllithium (128.5 mg, 2.0 mmol, 1.2 mL of a 1.7M solution in pentane) was added to give a yellow solution. After 30 minutes a solution of ZnCl2 (204.5 mg, 1.5 mmol) in 4.0 mL THF was slowly added via cannula. The resulting solution was warmed to room temperature and transferred via cannula to a solution of ethyl 4-(2,2-dimethyl-4-trifluoromethylsulfonyloxy-(2H)-thiochromen-6-ylethynyl)-2-flu... The reactants are CCOC(=O)c1cnc2ccc(C3CCCCCC3)cc2c1Cl, CO, CCO, NC(N)=S. Product: Cl, CCOC(=O)c1cnc2ccc(C3CCCCCC3)cc2c1SC(=N)N. Reaction SMILES: [C:5](=[O:6])([O:7][CH2:8][CH3:9])[c:10]1[cH:11][n:12][c:13]2[cH:14][cH:15][c:16]([CH:21]3[CH2:22][CH2:23][CH2:24][CH2:25][CH2:26][CH2:27]3)[cH:17][c:18]2[c:19]1[Cl:20].[CH3:28][OH:29].[CH3:30][CH2:31][OH:32].[NH2:1][C:2]([NH2:3])=[S:4]>>[ClH:20].[NH2:1][C:2](=[NH:3])[S:4][c:19]1[c:10]([C:5](=[O:6])[O:7][CH2:8][CH3:9])[cH:11][n:12][c:13]2[cH:14][cH:15][c:16]([CH:21]3[CH2:22][CH2:23][CH2:24][CH2:25][CH2:26][CH2:27]3)[cH:17][c:18]21.